Dataset: the Open Reaction Database (ORD), a public repository of structured organic reaction records. Task: describe an organic reaction: reactants, conditions, products, and yield The reactants are [Br-], [Br-], [Br-], C1CCOC1, COC(=O)c1ccc2cc(N)ccc2c1, c1cc[nH+]cc1, c1cc[nH+]cc1, c1cc[nH+]cc1. The product is COC(=O)c1ccc2c(Br)c(N)ccc2c1. As a reaction SMILES: [Br-:16].[Br-:17].[Br-:18].[CH2:37]1[O:38][CH2:39][CH2:40][CH2:41]1.[NH2:1][c:2]1[cH:3][c:4]2[cH:5][cH:6][c:7]([C:12](=[O:13])[O:14][CH3:15])[cH:8][c:9]2[cH:10][cH:11]1.[nH+:19]1[cH:20][cH:21][cH:22][cH:23][cH:24]1.[nH+:25]1[cH:26][cH:27][cH:28][cH:29][cH:30]1.[nH+:31]1[cH:32][cH:33][cH:34][cH:35][cH:36]1>>[NH2:1][c:2]1[c:3]([Br:16])[c:4]2[cH:5][cH:6][c:7]([C:12](=[O:13])[O:14][CH3:15])[cH:8][c:9]2[cH:10][cH:11]1. Starting materials: C(C)(C)(C)OC(=O)N[C@@H](C(=O)N1CCC(CC1)(C(=O)OCC)C1CCCCC1)CC1=CC(=C(C=C1)Cl)Cl (ethyl 1-[(R)-2-tert-butoxycarbonylamino-3-(3,4-dichloro-phenyl)propionyl]-4-cyclohexylpiperidine-4-carboxylate), ClCCl.FC(C(=O)O)(F)F (dichloromethane trifluoroacetic acid), [OH-].[Na+] (sodium hydroxide). Solvent: 2/1. Run at time 2 hour. Product: N[C@@H](C(=O)N1CCC(CC1)(C(=O)OCC)C1CCCCC1)CC1=CC(=C(C=C1)Cl)Cl (ethyl 1-[(R)-2-amino-3-(3,4-dichlorophenyl)propionyl]-4-cyclo-hexylpiperidine-4-carboxylate). Yield: 85.4%. RXN SMILES: C(OC([NH:8][C@H:9]([CH2:29][C:30]1[CH:35]=[CH:34][C:33]([Cl:36])=[C:32]([Cl:37])[CH:31]=1)[C:10]([N:12]1[CH2:17][CH2:16][C:15]([CH:23]2[CH2:28][CH2:27][CH2:26][CH2:25][CH2:24]2)([C:18]([O:20][CH2:21][CH3:22])=[O:19])[CH2:14][CH2:13]1)=[O:11])=O)(C)(C)C.ClCCl.FC(F)(F)C(O)=O.[OH-].[Na+]>>[NH2:8][C@H:9]([CH2:29][C:30]1[CH:35]=[CH:34][C:33]([Cl:36])=[C:32]([Cl:37])[CH:31]=1)[C:10]([N:12]1[CH2:13][CH2:14][C:15]([CH:23]2[CH2:28][CH2:27][CH2:26][CH2:25][CH2:24]2)([C:18]([O:20][CH2:21][CH3:22])=[O:19])[CH2:16][CH2:17]1)=[O:11] |f:1.2,3.4|. Procedure: 300 mg (0.54 mmol) of ethyl 1-[(R)-2-tert-butoxycarbonylamino-3-(3,4-dichloro-phenyl)propionyl]-4-cyclohexylpiperidine-4-carboxylate are diluted in 5 mL of a 2/1 dichloromethane/trifluoroacetic acid solution. After 2 hours, the mixture is poured into aqueous 1N sodium hydroxide solution and then extracted with dichloromethane. The organic phase is dried over sodium sulfate and then filtered and concentrated to dryness. 210 mg of ethyl 1-[(R)-2-amino-3-(3,4-dichlorophenyl)propionyl]-4-cyclo-hexyl... Reaction SMILES: [CH3:1][C:2]1[C:3](=[O:14])[NH:4][C:5]2[C:10]([CH:11]=1)=[C:9]([OH:12])[CH:8]=[CH:7][C:6]=2[CH3:13].[CH2:15](Br)[CH:16]=[CH:17][CH3:18].C(=O)([O-])[O-].[K+].[K+].O>CN(C)C=O>[CH3:1][C:2]1[C:3](=[O:14])[NH:4][C:5]2[C:10]([CH:11]=1)=[C:9]([O:12][CH2:15][CH:16]=[CH:17][CH3:18])[CH:8]=[CH:7][C:6]=2[CH3:13] |f:2.3.4|. The reactants are O (water), C(C=CC)Br (crotyl bromide), C([O-])([O-])=O.[K+].[K+] (potassium carbonate), CC=1C(NC2=C(C=CC(=C2C1)O)C)=O (3,8-Dimethyl-5-hydroxycarbostyril). Product: CC=1C(NC2=C(C=CC(=C2C1)OCC=CC)C)=O (3,8-Dimethyl-5-(2-butenyloxy)carbostyril). The yield is 63.0%. Reaction conditions: temperature 70 celsius, time 2 hour. Run in CN(C=O)C (dimethylformamide). Procedure details: 3,8-Dimethyl-5-hydroxycarbostyril (3 g, 15.86 mmol) was dissolved in dimethylformamide (30 ml). To the solution, crotyl bromide (2.06 ml, 20.45 mmol) and potassium carbonate (4.4g, 31.84 mmol) were added. The mixture was stirred at 70° C. for 2 hours. After spontaneous cooling, water (90 ml) was added to the mixture. Precipitated crystals were collected by filtration. The obtained crystals were dissolved in chloroform, washed with water and saturated aqueous NaCl solution in this order, and drie... Reactants: [H-].[Na+] (Sodium hydride), COC(=O)C1=C(N(C=C1)C)CC(=O)OC (2-Methoxycarbonylmethyl-1-methyl-1H-pyrrole-3-carboxylic acid methyl ester), C(=O)OC (methyl formate). Run in O1CCCC1 (tetrahydrofuran). Conditions: time 8 hour. Yields the product COC(=O)C1=C(N(C=C1)C)C(=CO)C(=O)OC (2-(2-Hydroxy-1-methoxycarbonyl-vinyl)-1-methyl-1H-pyrrole-3-carboxylic acid methyl ester). As a reaction SMILES: [CH3:1][O:2][C:3]([C:5]1[CH:9]=[CH:8][N:7]([CH3:10])[C:6]=1[CH2:11][C:12]([O:14][CH3:15])=[O:13])=[O:4].[H-].[Na+].[CH:18](OC)=[O:19]>O1CCCC1>[CH3:1][O:2][C:3]([C:5]1[CH:9]=[CH:8][N:7]([CH3:10])[C:6]=1[C:11]([C:12]([O:14][CH3:15])=[O:13])=[CH:18][OH:19])=[O:4] |f:1.2|. Procedure details: 2-Methoxycarbonylmethyl-1-methyl-1H-pyrrole-3-carboxylic acid methyl ester (5.7 g) in dry tetrahydrofuran (100 ml) was stirred at room temperature under argon. Sodium hydride (60% dispersion in mineral oil, 7.13 g) was added portionwise followed by methyl formate (2.5 ml) and the mixture was left to stir overnight. The reaction was cooled in ice and quenched by the addition of the minimum amount of methanol. The solution was again cooled and acidified to pH1 with aqueous 5N hydrochloric acid. Th... Starting materials: C(C)(C)(C)OC(=O)N1CC(C1)(F)C1=CC=C(C=C1)C(\C=C(/C(F)(F)F)\C1=CC(=CC(=C1)Cl)Cl)=O (3-{4-[(Z)-3-(3,5-dichloro-phenyl)-4,4,4-trifluoro-but-2-enoyl]-phenyl}-3-fluoro-azetidine-1-carboxylic acid tert-butyl ester), [N+](=O)([O-])C (nitro methane), C1CCC2=NCCCN2CC1 (DBU). The solvent is C(C)#N (acetonitrile). Reaction conditions: time 16 hour. Product: C(C)(C)(C)OC(=O)N1CC(C1)(F)C1=CC=C(C=C1)C(CC(C(F)(F)F)(C[N+](=O)[O-])C1=CC(=CC(=C1)Cl)Cl)=O (3-{4-[3-(3,5-dichloro-phenyl)-4,4,4-trifluoro-3-nitromethyl-butyryl]-phenyl}-3-fluoro-azetidine-1-carboxylic acid tert-butyl ester). Isolated yield 81.3%. Reaction SMILES: [C:1]([O:5][C:6]([N:8]1[CH2:11][C:10]([C:13]2[CH:18]=[CH:17][C:16]([C:19](=[O:34])/[CH:20]=[C:21](/[C:26]3[CH:31]=[C:30]([Cl:32])[CH:29]=[C:28]([Cl:33])[CH:27]=3)\[C:22]([F:25])([F:24])[F:23])=[CH:15][CH:14]=2)([F:12])[CH2:9]1)=[O:7])([CH3:4])([CH3:3])[CH3:2].[N+:35]([CH3:38])([O-:37])=[O:36].C1CCN2C(=NCCC2)CC1>C(#N)C>[C:1]([O:5][C:6]([N:8]1[CH2:11][C:10]([C:13]2[CH:18]=[CH:17][C:16]([C:19](=[O:34])[CH2:20][C:21]([C:26]3[CH:27]=[C:28]([Cl:33])[CH:29]=[C:30]([Cl:32])[CH:31]=3)([CH2:38][N+:35]([O-:37])=[O:36])[C:22]([F:23])([F:25])[F:24])=[CH:15][CH:14]=2)([F:12])[CH2:9]1)=[O:7])([CH3:4])([CH3:2])[CH3:3]. Procedure: To the stirred solution of 3-{4-[(Z)-3-(3,5-dichloro-phenyl)-4,4,4-trifluoro-but-2-enoyl]-phenyl}-3-fluoro-azetidine-1-carboxylic acid tert-butyl ester (1.2 g, 2.315 mmol, 1 eq.) in acetonitrile (10 mL) was added nitro methane (1.24 mL, 23.152 mmol, 10 eq) and DBU (0.33 mL, 2.246 mmol, 0.97 eq) at room temperature. The resulting reaction mixture was stirred at room temperature for 16 hours. After complete consumption of starting material, the reaction mixture was quenched with water (25 mL) and ... Run in C1CCOC1 (THF), C1CCOC1 (THF), C1CCOC1 (THF). Yields the product C(C=C(C)CCC=C(C)CCC=C(C)C)OCC=C(C)CCC=C(C)CCC=C(C)C (bisfarnesyl ether). Reactants: trans,trans-farnesol bromide, [H-].[Na+] (sodium hydride), CC(=CCC/C(=C/CC/C(=C/CO)/C)/C)C (trans,trans-farnesol). Conditions: temperature 25 celsius, time 10 minute. The yield is 80.0%. Reported procedure: To 81 mg (2.03 mmole, 2 eq) of 60% sodium hydride (washed with anhydrous hexanes to remove mineral oil) in 1 mL of anhydrous THF under an argon atmosphere at 0° C., 228 mg (1.02 mmol) of trans,trans-farnesol in 1 mL of anhydrous THF was added. The mixture was stirred for 10 min, then 438 mg (1.53 mmol, 1.5 eq) of trans,trans-farnesol bromide was added in 0.5 ml of anhydrous THF. The mixture was stirred for 20 h and allowed to warm to 25° C. The reaction was quenched with 2 mL of 1M HCl, diluted ... RXN SMILES: [H-].[Na+].[CH3:3][C:4]([CH3:18])=[CH:5][CH2:6][CH2:7]/[C:8](/[CH3:17])=[CH:9]/[CH2:10][CH2:11]/[C:12](/[CH3:16])=[CH:13]/[CH2:14][OH:15]>C1COCC1>[CH2:14]([O:15][CH2:14][CH:13]=[C:12]([CH2:11][CH2:10][CH:9]=[C:8]([CH2:7][CH2:6][CH:5]=[C:4]([CH3:3])[CH3:18])[CH3:17])[CH3:16])[CH:13]=[C:12]([CH2:11][CH2:10][CH:9]=[C:8]([CH2:7][CH2:6][CH:5]=[C:4]([CH3:18])[CH3:3])[CH3:17])[CH3:16] |f:0.1|. The reactants are CC(=O)O[BH-](OC(C)=O)OC(C)=O, O=C([O-])O, COCC(O)CNCc1ccccc1, CC#N, CC(=O)O, COCC1CCCN1c1cnc(C=O)c(Cl)n1, [Na+], [Na+]. Yields the product COCC(O)CN(Cc1ccccc1)Cc1ncc(N2CCCC2COC)nc1Cl. As a reaction SMILES: [C:32]([O:33][BH-:34]([O:35][C:36](=[O:37])[CH3:38])[O:39][C:40](=[O:41])[CH3:42])(=[O:43])[CH3:44].[C:46](=[O:47])([O-:48])[OH:49].[CH2:18]([c:19]1[cH:20][cH:21][cH:22][cH:23][cH:24]1)[NH:25][CH2:26][CH:27]([CH2:28][O:29][CH3:30])[OH:31].[CH3:51][C:52]#[N:53].[CH3:54][C:55](=[O:56])[OH:57].[Cl:1][c:2]1[c:3]([CH:16]=[O:17])[n:4][cH:5][c:6]([N:8]2[CH:9]([CH2:13][O:14][CH3:15])[CH2:10][CH2:11][CH2:12]2)[n:7]1.[Na+:45].[Na+:50]>>[Cl:1][c:2]1[c:3]([CH2:16][N:25]([CH2:18][c:19]2[cH:20][cH:21][cH:22][cH:23][cH:24]2)[CH2:26][CH:27]([CH2:28][O:29][CH3:30])[OH:31])[n:4][cH:5][c:6]([N:8]2[CH:9]([CH2:13][O:14][CH3:15])[CH2:10][CH2:11][CH2:12]2)[n:7]1. Starting materials: C1(CCCCC1)C1=CC=C(OCC2CN=C(O2)N)C=C1 (5-(4-cyclohexyl-phenoxymethyl)-4,5-dihydro-oxazol-2-ylamine), C(C#CC)(=O)OCC (ethyl 2-butynoate). Run in C(C)O (ethanol). Conditions: temperature 150 celsius, time 20 minute. Product: C1(CCCCC1)C1=CC=C(OCC2CN3C(=NC(C=C3C)=O)O2)C=C1 (2-(4-cyclohexyl-phenoxymethyl)-5-methyl-2,3-dihydro-oxazolo[3,2-a]pyrimidin-7-one). The yield is 51.0%. Reaction SMILES: [CH:1]1([C:7]2[CH:20]=[CH:19][C:10]([O:11][CH2:12][CH:13]3[O:17][C:16]([NH2:18])=[N:15][CH2:14]3)=[CH:9][CH:8]=2)[CH2:6][CH2:5][CH2:4][CH2:3][CH2:2]1.[C:21](OCC)(=[O:25])[C:22]#[C:23][CH3:24]>C(O)C>[CH:1]1([C:7]2[CH:20]=[CH:19][C:10]([O:11][CH2:12][CH:13]3[O:17][C:16]4=[N:18][C:21](=[O:25])[CH:22]=[C:23]([CH3:24])[N:15]4[CH2:14]3)=[CH:9][CH:8]=2)[CH2:2][CH2:3][CH2:4][CH2:5][CH2:6]1. Procedure: To a solution of 5-(4-cyclohexyl-phenoxymethyl)-4,5-dihydro-oxazol-2-ylamine (300 mg, 1.095 mmol) in ethanol (6 mL) was added ethyl 2-butynoate (246 mg, 2.19 mmol). The reaction mixture was heated in a microwave oven at 150° C. for 30 min, then at 160° C. for 20 min, and at 170° C. for 30 min. Solvent was removed under vacuum, and the residue purified via flash column chromatography (silica gel, 1-18% EtOH/CH2Cl2) to afford 190 mg of 2-(4-cyclohexyl-phenoxymethyl)-5-methyl-2,3-dihydro-oxazolo[3,... The reactants are NC=1C=C2C(CC(NC2=CC1N)=O)(C)C (6,7-diamino-4,4-dimethyl-1,2,3,4-tetrahydro- quinolin-2-one), C(C)(=O)OC(C)=O (acetic anhydride), Cl (hydrochloric acid). Run in C(C)O (ethanol). Product: CC1=NC=2C(=CC=3C(CC(NC3C2)=O)(C)C)N1 (2,8,8-Trimethyl-5,6,7,8-tetrahydro-lH-imidazo-[4,5-g]quinolin-6-one). RXN SMILES: [NH2:1][C:2]1[CH:3]=[C:4]2[C:9](=[CH:10][C:11]=1[NH2:12])[NH:8][C:7](=[O:13])[CH2:6][C:5]2([CH3:15])[CH3:14].[C:16](OC(=O)C)(=O)[CH3:17].Cl>C(O)C>[CH3:16][C:17]1[NH:1][C:2]2=[CH:3][C:4]3[C:5]([CH3:15])([CH3:14])[CH2:6][C:7](=[O:13])[NH:8][C:9]=3[CH:10]=[C:11]2[N:12]=1. Procedure: 3.1 g. 6,7-diamino-4,4-dimethyl-1,2,3,4-tetrahydro- quinolin-2-one and 2.8 ml. acetic anhydride were stirred in 50 ml. ethanol for 30 minutes at ambient temperature. 20 ml. concentrated hydrochloric acid were then added thereto and the reaction mixture refluxed for 18 hours. The solvent was removed in a vacuum and the residue was dissolved in water, rendered alkaline with ammonia, filtered off with suction and washed with water. After recrystallisation from ethyl acetate, there were obtained 2.4... RXN SMILES: [CH2:28]([Cl:29])[Cl:30].[CH3:25][OH:26].[F:1][c:2]1[cH:3][cH:4][c:5]([CH:8]([CH3:9])[NH:10][c:11]2[n:12][c:13]([NH:18][c:19]3[n:20][cH:21][cH:22][n:23][cH:24]3)[cH:14][c:15]([NH2:17])[cH:16]2)[cH:6][cH:7]1.[NH3:27]>>[F:1][c:2]1[cH:3][cH:4][c:5]([CH:8]([CH3:9])[NH:10][c:11]2[n:12][c:13]([NH:18][c:19]3[n:20][cH:21][cH:22][n:23][cH:24]3)[cH:14][c:15]([NH:17][C:25](=[O:26])[NH2:27])[cH:16]2)[cH:6][cH:7]1. Product: CC(Nc1cc(NC(N)=O)cc(Nc2cnccn2)n1)c1ccc(F)cc1. Reactants: ClCCl, CO, CC(Nc1cc(N)cc(Nc2cnccn2)n1)c1ccc(F)cc1, N.